Dataset: the Open Reaction Database (ORD), a public repository of structured organic reaction records. Task: describe an organic reaction: reactants, conditions, products, and yield Starting materials: C1(CC1)N (cyclopropylamine), NC=1C=C(C=CC1)C1=C(N(C2=CC=CC=C12)CC1=CC(=CC=C1)OC)C(=O)OCC (ethyl 3-(3-aminophenyl)-1-[(3-methoxyphenyl)methyl]indole-2-carboxylate), N1=CC=CC=C1 (pyridine), C(=O)(Cl)Cl (phosgene), Cl (hydrochloric acid). Solvent: ClCCl (dichloromethane). Conditions: temperature 0 celsius, time 2 hour. Yields the product C1(CC1)NC(=O)NC=1C=C(C=CC1)C1=C(N(C2=CC=CC=C12)CC1=CC(=CC=C1)OC)C(=O)OCC (ethyl 3-{3-[(cyclopropylamino)carbonylamino]phenyl}-1-[(3-methoxyphenyl)methyl]indole-2-carboxylate). Isolated yield 52.6%. RXN SMILES: [NH2:1][C:2]1[CH:3]=[C:4]([C:8]2[C:16]3[C:11](=[CH:12][CH:13]=[CH:14][CH:15]=3)[N:10]([CH2:17][C:18]3[CH:23]=[CH:22][CH:21]=[C:20]([O:24][CH3:25])[CH:19]=3)[C:9]=2[C:26]([O:28][CH2:29][CH3:30])=[O:27])[CH:5]=[CH:6][CH:7]=1.[N:31]1[CH:36]=[CH:35][CH:34]=C[CH:32]=1.C(Cl)(Cl)=[O:38].C1(N)CC1.Cl>ClCCl>[CH:36]1([NH:31][C:32]([NH:1][C:2]2[CH:3]=[C:4]([C:8]3[C:16]4[C:11](=[CH:12][CH:13]=[CH:14][CH:15]=4)[N:10]([CH2:17][C:18]4[CH:23]=[CH:22][CH:21]=[C:20]([O:24][CH3:25])[CH:19]=4)[C:9]=3[C:26]([O:28][CH2:29][CH3:30])=[O:27])[CH:5]=[CH:6][CH:7]=2)=[O:38])[CH2:34][CH2:35]1. Procedure details: To a 25 mL round-bottomed flask at rt was charged with ethyl 3-(3-aminophenyl)-1-[(3-methoxyphenyl)methyl]indole-2-carboxylate (Example 93, 222 mg, 0.55 mmol) and dichloromethane (1.5 mL). The resulting solution was cooled to 0° C., to which was added pyridine (0.09 mL, 1.1 mmol) and phosgene (20% in toluene, 0.35 mL, 0.66 mmol). The mixture was left stirred at 0° C. for 2 hours and rt for 2 hours before it was concentrated in vacuo. The residue was dissolved in dichloromethane (2 mL) and cyclop... Run at temperature 40 celsius, time 1 hour. Product: BrC1=CNC=2N=CN=C(C21)Cl (5-bromo-4-chloro-7H-pyrrolo[2,3-d]pyrimidine). Solvent: C(C)#N (acetonitrile), petroleum ether. The reactants are ClC1=C2C(NC=N1)=NC=C2 (4-chloropyrrolo(2,3-d)pyrimidine), BrN1C(CCC1=O)=O (N-bromosuccinimide), II (iodine), C(C)(=O)OCC (ethyl acetate). Reported procedure: To a magnetically stirred solution of 4-chloropyrrolo(2,3-d)pyrimidine (30.0 g, 195 mmol) in acetonitrile (300 mL) at 85° C. was added N-bromosuccinimide (34.8 g, 195 mmol) portion-wise during a period of 10 minutes and the reaction mixture was stirred at 40° C. for 1 hour, then at room temperature for another 30 minutes. The reaction progress was monitored by TLC using 30% ethyl acetate in petroleum ether with iodine and 254 nm UV light to visualize the spot. The reaction mixture was allowed to... As a reaction SMILES: [Cl:1][C:2]1[N:7]=[CH:6][NH:5][C:4]2=[N:8][CH:9]=[CH:10][C:3]=12.[Br:11]N1C(=O)CCC1=O.C(OCC)(=O)C.II>C(#N)C>[Br:11][C:10]1[C:3]2[C:2]([Cl:1])=[N:7][CH:6]=[N:5][C:4]=2[NH:8][CH:9]=1. Reactants: BrC1=C(C=CC=C1)C(CCCC(=O)O)=O (2-bromo-δ-oxobenzenepentanoic acid), [N+](=[N-])=C (diazomethane). Solvent: CCOCC (ether). The product is BrC1=C(C=CC=C1)C(CCCC(=O)OC)=O (methyl 2-bromo-δ-oxobenzenepentanoate). Yield: 97.0%. RXN SMILES: [Br:1][C:2]1[CH:7]=[CH:6][CH:5]=[CH:4][C:3]=1[C:8](=[O:15])[CH2:9][CH2:10][CH2:11][C:12]([OH:14])=[O:13].[N+](=[CH2:18])=[N-]>CCOCC>[Br:1][C:2]1[CH:7]=[CH:6][CH:5]=[CH:4][C:3]=1[C:8](=[O:15])[CH2:9][CH2:10][CH2:11][C:12]([O:14][CH3:18])=[O:13]. Procedure details: To 0.54 g (2.0 mmol) of the product of Example 2 dissolved in ether was added an ethereal solution of excess diazomethane at 0° C. to produce a 97% yield of the ester as a yellow oil. The ester was used without further purification. Starting materials: ClCCl, CN(C)C=O, COc1ccc(C(CC2CCCC2)C(=O)O)cc1OC, CCN(C(C)C)C(C)C, O=C(Cl)C(=O)Cl, Nc1nccs1, C1CCOC1. Yields the product COc1ccc(C(CC2CCCC2)C(=O)Nc2nccs2)cc1OC. RXN SMILES: [CH2:42]([Cl:43])[Cl:44].[CH3:50][N:51]([CH3:52])[CH:53]=[O:54].[CH:1]1([CH2:6][CH:7]([C:8](=[O:9])[OH:10])[c:11]2[cH:12][c:13]([O:19][CH3:20])[c:14]([O:17][CH3:18])[cH:15][cH:16]2)[CH2:2][CH2:3][CH2:4][CH2:5]1.[CH:33]([N:34]([CH2:35][CH3:36])[CH:37]([CH3:38])[CH3:39])([CH3:40])[CH3:41].[Cl:21][C:22]([C:23]([Cl:24])=[O:25])=[O:26].[NH2:27][c:28]1[s:29][cH:30][cH:31][n:32]1.[O:45]1[CH2:46][CH2:47][CH2:48][CH2:49]1>>[CH:1]1([CH2:6][CH:7]([C:8](=[O:10])[NH:27][c:28]2[s:29][cH:30][cH:31][n:32]2)[c:11]2[cH:12][c:13]([O:19][CH3:20])[c:14]([O:17][CH3:18])[cH:15][cH:16]2)[CH2:2][CH2:3][CH2:4][CH2:5]1. Starting materials: IC=1C=NNC1 (4-iodo-1H-pyrazole), CS(=O)(=O)OCC1(CN(C(C1)=O)CC1=C(C=C(C=C1)OC)OC)C ([1-(2,4-dimethoxybenzyl)-3-methyl-5-oxopyrrolidin-3-yl]methyl methanesulfonate), C([O-])([O-])=O.[Cs+].[Cs+] (cesium carbonate), [I-].[K+] (potassium iodide). Solvent: CN(C)C=O (DMF), O (water). Run at temperature 80 celsius, time 12 hour. Yields the product COC1=C(CN2C(CC(C2)(C)CN2N=CC(=C2)I)=O)C=CC(=C1)OC (1-(2,4-Dimethoxybenzyl)-4-[(4-iodo-1H-pyrazol-1-yl)methyl]-4-methylpyrrolidin-2-one). As a reaction SMILES: [I:1][C:2]1[CH:3]=[N:4][NH:5][CH:6]=1.CS(O[CH2:12][C:13]1([CH3:30])[CH2:17][C:16](=[O:18])[N:15]([CH2:19][C:20]2[CH:25]=[CH:24][C:23]([O:26][CH3:27])=[CH:22][C:21]=2[O:28][CH3:29])[CH2:14]1)(=O)=O.C(=O)([O-])[O-].[Cs+].[Cs+].[I-].[K+]>CN(C=O)C.O>[CH3:29][O:28][C:21]1[CH:22]=[C:23]([O:26][CH3:27])[CH:24]=[CH:25][C:20]=1[CH2:19][N:15]1[CH2:14][C:13]([CH2:30][N:4]2[CH:3]=[C:2]([I:1])[CH:6]=[N:5]2)([CH3:12])[CH2:17][C:16]1=[O:18] |f:2.3.4,5.6|. Procedure: A mixture of 4-iodo-1H-pyrazole (270 mg, 1.4 mmol), [1-(2,4-dimethoxybenzyl)-3-methyl-5-oxopyrrolidin-3-yl]methyl methanesulfonate (500 mg, 1.4 mmol), cesium carbonate (910 mg, 2.8 mmol), and potassium iodide (10 mg, 0.05 mmol) in DMF (80 mL) was stirred at 80° C. for 12 hours. The mixture was diluted with water and extracted with ethyl acetate. The organic layer was dried over sodium sulfate, filtered, and concentrated under reduced pressure. The residue was purified by chromatography on silica... Reaction SMILES: [N+:1]([O-:4])([O-:3])=[O:2].[Ni+2:5].[N+:6]([O-:9])([O-:8])=[O:7]>O>[N+:1]([O-:4])([OH:3])=[O:2].[N+:6]([O-:9])([O-:8])=[O:7].[Ni+2:5].[N+:1]([O-:4])([O-:3])=[O:2] |f:0.1.2,5.6.7|. Solvent: O (water). The product is [N+](=O)(O)[O-] (nitric acid), [N+](=O)([O-])[O-].[Ni+2].[N+](=O)([O-])[O-] (nickel nitrate). Starting materials: diamond, [N+](=O)([O-])[O-].[Ni+2].[N+](=O)([O-])[O-] (nickel nitrate). Procedure details: A prescribed quantity of a nano-crystal diamond film was immersed in a saturated aqueous solution of nickel nitrate and left to stand overnight. Thereafter, water was allowed to evaporate to obtain dried catalyst precursor, which was then sintered in a nitrogen gas atmosphere at a temperature ranging from 400° C. to 500° C., thus removing nitric acid and residual nickel nitrate and obtaining a metal-carrying nano-crystal diamond catalyst. Conditions: time 8 hour. The reagents and catalysts are diamond.